The task is: describe an organic reaction: reactants, conditions, products, and yield. This data is from the Open Reaction Database (ORD), a public repository of structured organic reaction records. Reactants: CN1CCNCC1, CS(C)=O, O=C(O)c1cn2c3c(c(Cl)ccc3c1=O)CCC2, Cl. As a reaction SMILES: [CH3:19][N:20]1[CH2:21][CH2:22][NH:23][CH2:24][CH2:25]1.[CH3:27][S:28]([CH3:29])=[O:30].[Cl:1][c:2]1[cH:3][cH:4][c:5]2[c:6](=[O:18])[c:7]([C:15](=[O:16])[OH:17])[cH:8][n:9]3[c:14]2[c:13]1[CH2:12][CH2:11][CH2:10]3.[ClH:26]>>[c:2]1([N:23]2[CH2:22][CH2:21][N:20]([CH3:19])[CH2:25][CH2:24]2)[cH:3][cH:4][c:5]2[c:6](=[O:18])[c:7]([C:15](=[O:16])[OH:17])[cH:8][n:9]3[c:14]2[c:13]1[CH2:12][CH2:11][CH2:10]3. Product: CN1CCN(c2ccc3c(=O)c(C(=O)O)cn4c3c2CCC4)CC1. RXN SMILES: [C:1]([O:5][CH2:6][CH2:7][CH2:8][CH3:9])(=[O:4])[CH:2]=[CH2:3].[C:10]([O:15][CH3:16])(=[O:14])[C:11]([CH3:13])=[CH2:12].[C:17]([O:22][CH2:23][CH2:24][O:25][C:26](=[O:31])[CH2:27][C:28]([CH3:30])=[O:29])(=[O:21])[C:18]([CH3:20])=[CH2:19].C(S)CCCCCCCCCCC.C(OC(C)COC)(=O)C.N(C(C)(CC)C#N)=NC(C)(CC)C#N.C([O-])(=O)CC(C)=O>>[C:1]([O:5][CH2:6][CH2:7][CH2:8][CH3:9])(=[O:4])[CH:2]=[CH2:3].[C:10]([O:15][CH3:16])(=[O:14])[C:11]([CH3:13])=[CH2:12].[C:17]([O:22][CH2:23][CH2:24][O:25][C:26](=[O:31])[CH2:27][C:28]([CH3:30])=[O:29])(=[O:21])[C:18]([CH3:20])=[CH2:19] |f:7.8.9|. Procedure: A three neck round bottom flask was charged with 27.3 g of butyl acrylate, 5.8 g of methyl methacrylate, 11.9 g of 2-acetoacetoxyethyl methacrylate, 0.45 g of dodecanethiol and 45 g of propylene glycol methyl ether acetate. This mixture was heated to 80° C. with vigorous mechanical stirring, under a nitrogen atmosphere. 2,2'-Azobis(2-methylbutanenitrile), 0.23 g, was added in one portion to the reaction mixture and the reaction was stirred at that temperature for 22 hours. A clear solution of th... The reactants are C(C=C)(=O)OCCCC (butyl acrylate), C(C(=C)C)(=O)OC (methyl methacrylate), C(C(=C)C)(=O)OCCOC(CC(=O)C)=O (2-acetoacetoxyethyl methacrylate), C(CCCCCCCCCCC)S (dodecanethiol), C(C)(=O)OC(COC)C (propylene glycol methyl ether acetate), C(CC(=O)C)(=O)[O-] (acetoacetate), N(=NC(C#N)(CC)C)C(C#N)(CC)C (2,2'-Azobis(2-methylbutanenitrile)). The product is C(C=C)(=O)OCCCC.C(C(=C)C)(=O)OC.C(C(=C)C)(=O)OCCOC(CC(=O)C)=O (Butyl acrylate Methyl Methacrylate 2-Acetoacetoxyethyl Methacrylate). Reaction conditions: temperature 80 celsius, time 22 hour.